This data is from the Open Reaction Database (ORD), a public repository of structured organic reaction records. The task is: describe an organic reaction: reactants, conditions, products, and yield As a reaction SMILES: [CH3:1][C:2]([O:9][C:10]1[CH:19]=[CH:18][C:17]2[C:16](=[O:20])[CH2:15][CH2:14][CH2:13][C:12]=2[C:11]=1[CH2:21][CH2:22][C:23]1[CH:28]=[CH:27][CH:26]=[CH:25][CH:24]=1)([CH3:8])[C:3](OCC)=[O:4].[H-].[Al+3].[Li+].[H-].[H-].[H-].O.[OH-].[Na+]>O1CCCC1.CCOCC>[OH:4][CH2:3][C:2]([CH3:8])([CH3:1])[O:9][C:10]1[C:11]([CH2:21][CH2:22][C:23]2[CH:28]=[CH:27][CH:26]=[CH:25][CH:24]=2)=[C:12]2[C:17](=[CH:18][CH:19]=1)[CH:16]([OH:20])[CH2:15][CH2:14][CH2:13]2 |f:1.2.3.4.5.6,8.9|. Conditions: time 1 hour. Product: OCC(OC=1C(=C2CCCC(C2=CC1)O)CCC1=CC=CC=C1)(C)C (6-(2-hydroxy-1,1-dimethylethoxy)-5-(2-phenylethyl)-1,2,3,4-tetrahydro-1-naphthalenol). Solvent: O1CCCC1 (tetrahydrofuran), CCOCC (ether), O1CCCC1 (tetrahydrofuran). Reactants: O (water), [OH-].[Na+] (sodium hydroxide), O (water), CC(C(=O)OCC)(C)OC1=C(C=2CCCC(C2C=C1)=O)CCC1=CC=CC=C1 (ethyl 2-methyl-2-{[5-oxo-1-(2-phenylethyl)-5,6,7,8-tetrahydro-2-naphthalenyl]oxy}propanoate), ice, [H-].[Al+3].[Li+].[H-].[H-].[H-] (lithium aluminum hydride). Reported procedure: A solution of ethyl 2-methyl-2-{[5-oxo-1-(2-phenylethyl)-5,6,7,8-tetrahydro-2-naphthalenyl]oxy}propanoate (1.00 g, 2.62 mmol) in tetrahydrofuran (4 mL) was added to an ice-cooled suspension of lithium aluminum hydride (150 mg, 3.94 mmol) in tetrahydrofuran (1 mL) the mixture was stirred at room temperature for 1 h, and was then cooled in ice and treated sequentially with water (0.15 mL), 15% aqueous sodium hydroxide (0.15 mL) and water (0.45 mL). The mixture was stirred at room temperature for 1... Yield: 95.0%. Starting materials: C(CCC)C1=CC=C(C=C1)C1=NC=C(C=N1)C(=O)O (2-(p-n-butylphenyl)-5-pyrimidinecarboxylic acid), N (ammonia), S(=O)(Cl)Cl (thionyl chloride), C(CCC)C1=CC=C(C=C1)C1=NC=C(C=N1)C(=O)Cl (2-(p-n-butylphenyl)-5-pyrimidinecarboxylic acid chloride). Run in O1CCOCC1 (dioxane), O1CCOCC1 (dioxane). The product is C(CCC)C1=CC=C(C=C1)C1=NC=C(C=N1)C(=O)N (2-(p-n-butylphenyl)-5-pyrimidinecarboxamide). RXN SMILES: [CH2:1]([C:5]1[CH:10]=[CH:9][C:8]([C:11]2[N:16]=[CH:15][C:14]([C:17]([OH:19])=O)=[CH:13][N:12]=2)=[CH:7][CH:6]=1)[CH2:2][CH2:3][CH3:4].S(Cl)(Cl)=O.C(C1C=CC(C2N=CC(C(Cl)=O)=C[N:35]=2)=CC=1)CCC.N>O1CCOCC1>[CH2:1]([C:5]1[CH:10]=[CH:9][C:8]([C:11]2[N:16]=[CH:15][C:14]([C:17]([NH2:35])=[O:19])=[CH:13][N:12]=2)=[CH:7][CH:6]=1)[CH2:2][CH2:3][CH3:4]. Procedure details: 8.3 G. of 2-(p-n-butylphenyl)-5-pyrimidinecarboxylic acid are reacted with 50 ml. of thionyl chloride with the exclusion of moisture and worked up on a manner analogous to that given in Example 7. The remaining 2-(p-n-butylphenyl)-5-pyrimidinecarboxylic acid chloride is dissolved in 100 ml. of absolute dioxane and added to a solution of 200 ml. of absolute dioxane saturated with ammonia at room temperature with stirring and further treated in a manner analogous to that described in Example 7. Th... The reactants are C(C1=CC=CC=C1)OCC1=C(C(=NC=N1)OCCC)C1=C(C=C(C=C1)OC)OCOC (6-benzyloxymethyl-5-(2-methoxymethoxy-4-methoxyphenyl)-4-propoxy-pyrimidine), C1CCCCC1 (cyclohexane), C(=O)[O-].[NH4+] (ammonium formate). Reagents/catalysts: [OH-].[OH-].[Pd+2] (Pd(OH)2). Run in C(C)O (ethanol). The product is OCC1=C(C(=NC=N1)OCCC)C1=C(C=C(C=C1)OC)OCOC (6-Hydroxymethyl-5-(2-methoxymethoxy-4-methoxyphenyl)-4-propoxy-pyrimidine). As a reaction SMILES: C([O:8][CH2:9][C:10]1[N:15]=[CH:14][N:13]=[C:12]([O:16][CH2:17][CH2:18][CH3:19])[C:11]=1[C:20]1[CH:25]=[CH:24][C:23]([O:26][CH3:27])=[CH:22][C:21]=1[O:28][CH2:29][O:30][CH3:31])C1C=CC=CC=1.C1CCCCC1.C([O-])=O.[NH4+]>C(O)C.[OH-].[OH-].[Pd+2]>[OH:8][CH2:9][C:10]1[N:15]=[CH:14][N:13]=[C:12]([O:16][CH2:17][CH2:18][CH3:19])[C:11]=1[C:20]1[CH:25]=[CH:24][C:23]([O:26][CH3:27])=[CH:22][C:21]=1[O:28][CH2:29][O:30][CH3:31] |f:2.3,5.6.7|. Reported procedure: A solution of 6-benzyloxymethyl-5-(2-methoxymethoxy-4-methoxyphenyl)-4-propoxy-pyrimidine (3.41 g, 8.04 mmol), cyclohexane (35 ml), Pd(OH)2 (3.4 g) and ammonium formate (3.4 g) in ethanol (100 ml) was kept at reflux for 3 d. After cooling the mixture was filtered through celite and concentrated to an oil. (2.42 g, 90%).